This data is from the Open Reaction Database (ORD), a public repository of structured organic reaction records. The task is: describe an organic reaction: reactants, conditions, products, and yield The reactants are O=C(O)c1cc(Br)ccc1F, COC(C)(C)C, O, OB(O)c1ccccc1. The product is O=C(O)c1cc(-c2ccccc2)ccc1F. RXN SMILES: [Br:1][c:2]1[cH:3][cH:4][c:5]([F:11])[c:6]([C:7](=[O:8])[OH:9])[cH:10]1.[C:22]([O:23][CH3:24])([CH3:25])([CH3:26])[CH3:27].[OH2:21].[c:12]1([B:18]([OH:19])[OH:20])[cH:13][cH:14][cH:15][cH:16][cH:17]1>>[c:2]1(-[c:12]2[cH:13][cH:14][cH:15][cH:16][cH:17]2)[cH:3][cH:4][c:5]([F:11])[c:6]([C:7](=[O:8])[OH:9])[cH:10]1. Starting materials: C(C)(C)(C)C1=CC(=C(C=N1)C=1N([C@]([C@](N1)(C)C1=CC=C(C=C1)Cl)(C)C1=CC=C(C=C1)Cl)C(=O)Cl)OCC ((4S,5R)-2-(6-tert-butyl-4-ethoxy-pyridin-3-yl)-4,5-bis-(4-chloro-phenyl)-4,5-dimethyl-4,5-dihydro-imidazole-1-carbonyl chloride), N1(CCNCC1)CC(=O)NCC1OCCC1 (2-piperazin-1-yl-N-(tetrahydro-furan-2-ylmethyl)-acetamide). Yields the product C(C)(C)(C)C1=CC(=C(C=N1)C=1N([C@]([C@](N1)(C)C1=CC=C(C=C1)Cl)(C)C1=CC=C(C=C1)Cl)C(=O)N1CCN(CC1)CC(=O)NCC1OCCC1)OCC (2-{4-[(4S,5R)-2-(6-tert-Butyl-4-ethoxy-pyridin-3-yl)-4,5-bis-(4-chloro-phenyl)-4,5-dimethyl-4,5-dihydro-imidazole-1-carbonyl]-piperazin-1-yl}-N-(tetrahydro-furan-2-ylmethyl)-acetamide). RXN SMILES: [C:1]([C:5]1[N:10]=[CH:9][C:8]([C:11]2[N:12]([C:32](Cl)=[O:33])[C@@:13]([C:25]3[CH:30]=[CH:29][C:28]([Cl:31])=[CH:27][CH:26]=3)([CH3:24])[C@@:14]([C:17]3[CH:22]=[CH:21][C:20]([Cl:23])=[CH:19][CH:18]=3)([CH3:16])[N:15]=2)=[C:7]([O:35][CH2:36][CH3:37])[CH:6]=1)([CH3:4])([CH3:3])[CH3:2].[N:38]1([CH2:44][C:45]([NH:47][CH2:48][CH:49]2[CH2:53][CH2:52][CH2:51][O:50]2)=[O:46])[CH2:43][CH2:42][NH:41][CH2:40][CH2:39]1>>[C:1]([C:5]1[N:10]=[CH:9][C:8]([C:11]2[N:12]([C:32]([N:41]3[CH2:40][CH2:39][N:38]([CH2:44][C:45]([NH:47][CH2:48][CH:49]4[CH2:53][CH2:52][CH2:51][O:50]4)=[O:46])[CH2:43][CH2:42]3)=[O:33])[C@@:13]([C:25]3[CH:26]=[CH:27][C:28]([Cl:31])=[CH:29][CH:30]=3)([CH3:24])[C@@:14]([C:17]3[CH:18]=[CH:19][C:20]([Cl:23])=[CH:21][CH:22]=3)([CH3:16])[N:15]=2)=[C:7]([O:35][CH2:36][CH3:37])[CH:6]=1)([CH3:2])([CH3:3])[CH3:4]. Procedure details: In a manner analogous to the method described in examples 8, (4S,5R)-2-(6-tert-butyl-4-ethoxy-pyridin-3-yl)-4,5-bis-(4-chloro-phenyl)-4,5-dimethyl-4,5-dihydro-imidazole-1-carbonyl chloride (example 51) was coupled with 2-piperazin-1-yl-N-(tetrahydro-furan-2-ylmethyl)-acetamide (Enamine) to give the title compound as a mixture of diastereomers. HR-MS (ES, m/z) calculated for C40H51Cl2N6O4 [(M+H)+] 749.3344, observed 749.3341. Starting materials: CC(C)(C)OC(=O)N1CCC(CO)C1, O, Cc1ccc(S(=O)(=O)Cl)cc1, c1ccncc1. The product is Cc1ccc(S(=O)(=O)OCC2CCN(C(=O)OC(C)(C)C)C2)cc1. Reaction SMILES: [C:12]([CH3:13])([CH3:14])([CH3:15])[O:16][C:17](=[O:18])[N:19]1[CH2:20][CH:21]([CH2:24][OH:25])[CH2:22][CH2:23]1.[OH2:26].[c:1]1([CH3:11])[cH:2][cH:3][c:4]([S:7](=[O:8])(=[O:9])[Cl:10])[cH:5][cH:6]1.[cH:27]1[cH:28][cH:29][n:30][cH:31][cH:32]1>>[c:1]1([CH3:11])[cH:2][cH:3][c:4]([S:7](=[O:8])(=[O:9])[O:25][CH2:24][CH:21]2[CH2:20][N:19]([C:17]([O:16][C:12]([CH3:13])([CH3:14])[CH3:15])=[O:18])[CH2:23][CH2:22]2)[cH:5][cH:6]1. The reactants are CS(=O)(=O)OCCC1=CC(=C2C(=C1)OCO2)OC (2-(3-methoxy-4,5-methylenedioxyphenyl)ethyl methanesulfonate), [I-].[Na+] (sodium iodide), [I-].[Na+] (sodium iodide). The solvent is CC(=O)C (acetone). The product is COC=1C=C(C=C2C1OCO2)CCI (2-(3-methoxy-4,5-methylenedioxyphenyl) ethyl iodide). The yield is 95.2%. RXN SMILES: CS(O[CH2:6][CH2:7][C:8]1[CH:13]=[C:12]2[O:14][CH2:15][O:16][C:11]2=[C:10]([O:17][CH3:18])[CH:9]=1)(=O)=O.[I-:19].[Na+]>CC(C)=O>[CH3:18][O:17][C:10]1[CH:9]=[C:8]([CH2:7][CH2:6][I:19])[CH:13]=[C:12]2[O:14][CH2:15][O:16][C:11]=12 |f:1.2|. Procedure details: 5.45 g (19.9 mmol) of 2-(3-methoxy-4,5-methylenedioxyphenyl)ethyl methanesulfonate (4) and 3.58 g (23.9 mmol) of sodium iodide were added to 100 ml of acetone and refluxed under heating for 2 hours. To this reaction mixture was added again 0.89 g (5.9 mmol) of sodium iodide, and the reaction mixture was refluxed under heating for 3 hours and 20 minutes. After the refluxed mixture was cooled, the deposited salt was filtered out and washed with acetone. The filtrate and the acetone used for washin... Reactants: C(C)(C)N (Isopropyl amine), COC1=CC2=C(S(C(=C2OC(C)C)C(=O)N)=O)C=C1 (5-methoxy-(3-(1-methylethoxy))benzo[b]thiophene-2-carboxamide-1-oxide). Solvent: C(C)#N (acetonitrile). Run at time 16 hour. Yields the product COC1=CC2=C(S(C(=C2NC(C)C)C(=O)N)=O)C=C1 (5-methoxy-3-[(1-methylethyl)amino]benzo[b]thiophene-2-carboxamide-1-oxide). The yield is 64.0%. RXN SMILES: [CH:1]([NH2:4])([CH3:3])[CH3:2].[CH3:5][O:6][C:7]1[CH:23]=[CH:22][C:10]2[S:11](=[O:21])[C:12]([C:18]([NH2:20])=[O:19])=[C:13](OC(C)C)[C:9]=2[CH:8]=1>C(#N)C>[CH3:5][O:6][C:7]1[CH:23]=[CH:22][C:10]2[S:11](=[O:21])[C:12]([C:18]([NH2:20])=[O:19])=[C:13]([NH:4][CH:1]([CH3:3])[CH3:2])[C:9]=2[CH:8]=1. Procedure: Isopropyl amine (379 μL, 4.45 mmol) is added to a room temperature solution of 5-methoxy-(3-(1-methylethoxy))benzo[b]thiophene-2-carboxamide-1-oxide (250 mg, 0.89 mmol) in 25 mL of acetonitrile. Stirring is continued for 16 hours. The reaction mixture is concentrated and recrystallized from acetonitrile to provide 5-methoxy-3-[(1-methylethyl)amino]benzo[b]thiophene-2-carboxamide-1-oxide in 64% yield; mp=193.5°-194.5° C.